Dataset: the Open Reaction Database (ORD), a public repository of structured organic reaction records. Task: describe an organic reaction: reactants, conditions, products, and yield The reactants are ClC=1SC(=C2C1CN(C2)S(=O)(=O)C2=CC=C(C)C=C2)Cl (1,3-dichloro-5-tosyl-5,6-dihydro-4H-thieno[3,4-c]pyrrole), solution, Br (hydrobromic acid). Run in C(C)(=O)O (acetic acid). Reaction conditions: temperature 90 celsius. The product is ClC=1SC(=C2C1CNC2)Cl (1,3-Dichloro-5,6-dihydro-4H-thieno[3,4-c]pyrrole). Yield: 122.4%. Reaction SMILES: [Cl:1][C:2]1[S:3][C:4]([Cl:20])=[C:5]2[CH2:9][N:8](S(C3C=CC(C)=CC=3)(=O)=O)[CH2:7][C:6]=12.Br>C(O)(=O)C>[Cl:1][C:2]1[S:3][C:4]([Cl:20])=[C:5]2[CH2:9][NH:8][CH2:7][C:6]=12. Procedure details: A mixture of 6.98 g (0.02 mol) of 1,3-dichloro-5-tosyl-5,6-dihydro-4H-thieno[3,4-c]pyrrole and 50 ml of a 33% solution of hydrobromic acid in acetic acid, placed in a sealed tube, is heated at 90° C. in a water bath for 90 min. The reaction mixture is then cooled, and the precipitate formed is filtered off, washed twice with diethyl ether and dried. There are obtained 4.75 g of compound in the hydrobromide form (Melting point >270° C.). Treatment of this salt with sodium carbonate in water produ... Yield: 98.5%. Run in C1CCOC1 (THF), O (H2O). Procedure details: A solution of 5.62 ml (5.6 mmol) of lithium aluminium hydride (1 molar in THF) was slowly added to a solution of 3.55 g (9.4 mmol) of 5-bromo-3-methyl-2-(3-trifluoromethoxy-phenyl)-3H-imidazole-4-carboxylic acid methyl ester in 100 ml of THF cooled down to −70° C. The reaction mixture was warmed up to 0° C. and after 30 min cooled down to −50° C. and hydrolyzed with i) EtOAc, ii) H2O and iii) HCl (1N); after warming up to RT, it was extracted twice with EtOAc; the organic phases were washed with... The product is BrC1=C(N(C(=N1)C1=CC(=CC=C1)OC(F)(F)F)C)CO ([5-Bromo-3-methyl-2-(3-trifluoromethoxy-phenyl)-3H-imidazol-4-yl]-methanol). RXN SMILES: [H-].[Al+3].[Li+].[H-].[H-].[H-].C[O:8][C:9]([C:11]1[N:12]([CH3:28])[C:13]([C:17]2[CH:22]=[CH:21][CH:20]=[C:19]([O:23][C:24]([F:27])([F:26])[F:25])[CH:18]=2)=[N:14][C:15]=1[Br:16])=O.CCOC(C)=O.Cl>C1COCC1.O>[Br:16][C:15]1[N:14]=[C:13]([C:17]2[CH:22]=[CH:21][CH:20]=[C:19]([O:23][C:24]([F:27])([F:26])[F:25])[CH:18]=2)[N:12]([CH3:28])[C:11]=1[CH2:9][OH:8] |f:0.1.2.3.4.5|. Conditions: temperature -70 celsius. Starting materials: [H-].[Al+3].[Li+].[H-].[H-].[H-] (lithium aluminium hydride), COC(=O)C=1N(C(=NC1Br)C1=CC(=CC=C1)OC(F)(F)F)C (5-bromo-3-methyl-2-(3-trifluoromethoxy-phenyl)-3H-imidazole-4-carboxylic acid methyl ester), CCOC(=O)C (EtOAc), ii, iii, Cl (HCl). Reactants: CCCCCCCCCCCCN, CO, OCC1CO1. Yields the product CCCCCCCCCCCCNCC(O)CO. Reaction SMILES: [CH2:1]([CH2:2][CH2:3][CH2:4][CH2:5][CH2:6][CH2:7][CH2:8][CH2:9][CH2:10][CH2:11][CH3:12])[NH2:13].[CH3:19][OH:20].[CH:14]1([CH2:15][OH:16])[CH2:17][O:18]1>>[CH2:1]([CH2:2][CH2:3][CH2:4][CH2:5][CH2:6][CH2:7][CH2:8][CH2:9][CH2:10][CH2:11][CH3:12])[NH:13][CH2:17][CH:14]([CH2:15][OH:16])[OH:18]. Yields the product CN(CCNC(=O)C=1N=C(C2=CC=C(C=C2C1O)OC(C)C)Cl)C (1-Chloro-4-hydroxy-6-isopropoxy-isoquinoline-3-carboxylic acid (2-dimethylamino-ethyl)-amide). Procedure details: Synthesized from 1-chloro-4-hydroxy-6-isopropoxy-isoquinoline-3-carboxylic acid butyl ester (can be obtained according to U.S. Pat. No. 6,093,730, October 1998, Weidmann et al.) and N,N-dimethyl-ethane-1,2-diamine in analogy to example B-4, followed by deprotection in analogy to example B-1 f); MS-(+)-ion: M+1=352.1. RXN SMILES: C(O[C:6]([C:8]1[N:9]=[C:10]([Cl:23])[C:11]2[C:16]([C:17]=1[OH:18])=[CH:15][C:14]([O:19][CH:20]([CH3:22])[CH3:21])=[CH:13][CH:12]=2)=[O:7])CCC.[CH3:24][N:25]([CH3:29])[CH2:26][CH2:27][NH2:28]>>[CH3:24][N:25]([CH3:29])[CH2:26][CH2:27][NH:28][C:6]([C:8]1[N:9]=[C:10]([Cl:23])[C:11]2[C:16]([C:17]=1[OH:18])=[CH:15][C:14]([O:19][CH:20]([CH3:21])[CH3:22])=[CH:13][CH:12]=2)=[O:7]. Starting materials: C(CCC)OC(=O)C=1N=C(C2=CC=C(C=C2C1O)OC(C)C)Cl (1-chloro-4-hydroxy-6-isopropoxy-isoquinoline-3-carboxylic acid butyl ester), CN(CCN)C (N,N-dimethyl-ethane-1,2-diamine). Starting materials: CC(=O)c1ccc2c(c1)ncn2-c1cccc(-c2cccnc2)c1, CCON, CCO, Cl. The product is CCON=C(C)c1ccc2c(c1)ncn2-c1cccc(-c2cccnc2)c1. Reaction SMILES: [C:1]([CH3:2])(=[O:3])[c:4]1[cH:5][c:6]2[c:7]([n:8](-[c:11]3[cH:12][c:13](-[c:17]4[cH:18][n:19][cH:20][cH:21][cH:22]4)[cH:14][cH:15][cH:16]3)[cH:9][n:10]2)[cH:23][cH:24]1.[CH2:26]([CH3:27])[O:28][NH2:29].[CH3:30][CH2:31][OH:32].[ClH:25]>>[C:1]([CH3:2])([c:4]1[cH:5][c:6]2[c:7]([n:8](-[c:11]3[cH:12][c:13](-[c:17]4[cH:18][n:19][cH:20][cH:21][cH:22]4)[cH:14][cH:15][cH:16]3)[cH:9][n:10]2)[cH:23][cH:24]1)=[N:29][O:28][CH2:26][CH3:27].